From a dataset of the Open Reaction Database (ORD), a public repository of structured organic reaction records. describe an organic reaction: reactants, conditions, products, and yield Reactants: Cl (hydrochloric acid), C1(CCCCC1)C(OC1=CC=C(C(=O)OC)C=C1)C1=C(OC(=C1)C1=CC=C(C=C1)OC)C (methyl 4-{cyclohexyl[5-(4-methoxyphenyl)-2-methylfuran-3-yl]methoxy}benzoate), O (water), [OH-].[Na+] (sodium hydroxide). Solvent: CO (methanol), O1CCCC1 (tetrahydrofuran). Run at temperature 60 celsius, time 2 hour. Product: C1(CCCCC1)C(OC1=CC=C(C(=O)O)C=C1)C1=C(OC(=C1)C1=CC=C(C=C1)OC)C (4-{cyclohexyl[5-(4-methoxyphenyl)-2-methylfuran-3-yl]methoxy}benzoic acid). Yield: 38.0%. RXN SMILES: [CH:1]1([CH:7]([C:19]2[CH:23]=[C:22]([C:24]3[CH:29]=[CH:28][C:27]([O:30][CH3:31])=[CH:26][CH:25]=3)[O:21][C:20]=2[CH3:32])[O:8][C:9]2[CH:18]=[CH:17][C:12]([C:13]([O:15]C)=[O:14])=[CH:11][CH:10]=2)[CH2:6][CH2:5][CH2:4][CH2:3][CH2:2]1.[OH-].[Na+].O.Cl>CO.O1CCCC1>[CH:1]1([CH:7]([C:19]2[CH:23]=[C:22]([C:24]3[CH:25]=[CH:26][C:27]([O:30][CH3:31])=[CH:28][CH:29]=3)[O:21][C:20]=2[CH3:32])[O:8][C:9]2[CH:18]=[CH:17][C:12]([C:13]([OH:15])=[O:14])=[CH:11][CH:10]=2)[CH2:6][CH2:5][CH2:4][CH2:3][CH2:2]1 |f:1.2|. Procedure: To a solution of cyclohexyl[5-(4-methoxyphenyl)-2-methylfuran-3-yl]methanol (601 mg) obtained by the above-mentioned reaction and methyl 4-hydroxybenzoate (365 mg) in tetrahydrofuran (20 mL) were added tributylphosphine (1.0 mL) and 1,1′-(azodicarbonyl)dipiperidine (1.0 g), and the mixture was stirred at room temperature overnight. The solvent was evaporated under reduced pressure, and the residue was purified by silica gel column (0% ethyl acetate/hexane to 12% ethyl acetate/hexane) to give met...